This data is from the Open Reaction Database (ORD), a public repository of structured organic reaction records. The task is: describe an organic reaction: reactants, conditions, products, and yield Starting materials: C[SiH](OCC)OCC (methyldiethoxysilane), C(C)O (ethanol), crude product, C(C1CO1)OCC=C (Allyl glycidyl ether). The solvent is C(C)(=O)O (acetic acid). Run at temperature 85 celsius, time 2 hour. The product is C(C1CO1)OCCC[Si](OCC)(OCC)C (γ-glycidoxypropylmethyldiethoxysilane). Isolated yield 82.0%. RXN SMILES: [CH3:1][SiH:2]([O:6][CH2:7][CH3:8])[O:3][CH2:4][CH3:5].C(O)C.[CH2:12]([O:16][CH2:17][CH:18]=[CH2:19])[CH:13]1[O:15][CH2:14]1>C(O)(=O)C>[CH2:12]([O:16][CH2:17][CH2:18][CH2:19][Si:2]([CH3:1])([O:6][CH2:7][CH3:8])[O:3][CH2:4][CH3:5])[CH:13]1[O:15][CH2:14]1. Procedure: Again, to the apparatus of Example 3 were pressure charged 49.6 lb [22.5 kg] (168.2 mol) of methyldiethoxysilane from a 10 gallon Pope can. After addition of the 20.0 g of CPA ethanol solution (15 ppm Pt) and 21.0 ml (460 ppm) of acetic acid through the handhole, the reactor was kept under nitrogen purge, sealed and heated to 85° C. Allyl glycidyl ether (50.6 lb [23 kg], 20 mole % excess or 210.8 mol) was added through a line to the mixture in the reactor from a pressurized can. The AGE was adde...